From a dataset of the Open Reaction Database (ORD), a public repository of structured organic reaction records. describe an organic reaction: reactants, conditions, products, and yield Reactants: BrC1=CC=C(C=C1)C(C\C(=N/O)\C=1C=CC(N(C1)C)=O)C1=C(C=C(C=C1)F)C ((E)-5-(3-(4-Bromophenyl)-3-(4-fluoro-2-methylphenyl)-1-(hydroxyimino)propyl)-1-methylpyridin-2(1H)-one), C(=O)(O)C1=CC=C(C=C1)B(O)O (4-carboxyphenylboronic acid), O (water), C([O-])([O-])=O.[Na+].[Na+] (sodium carbonate). The reagents and catalysts are [CH-]1C=CC(=C1)P(C2=CC=CC=C2)C3=CC=CC=C3.[CH-]1C=CC(=C1)P(C2=CC=CC=C2)C3=CC=CC=C3.Cl[Pd]Cl.[Fe+2] (dichloro(1,1′-bis(diphenylphosphino)ferrocene) palladium(II) dichloromethane adduct). Solvent: O1CCOCC1 (1,4-dioxane). Product: FC1=CC(=C(C=C1)C(C\C(\C1=CN(C(C=C1)=O)C)=N/O)C1=CC=C(C=C1)C1=CC=C(C=C1)C(=O)O)C ((E)-4′-(1-(4-Fluoro-2-methylphenyl)-3-(hydroxyimino)-3-(1-methyl-6-oxo-1,6-dihydropyridin-3-yl)propyl)biphenyl-4-carboxylic acid). RXN SMILES: Br[C:2]1[CH:7]=[CH:6][C:5]([CH:8]([C:21]2[CH:26]=[CH:25][C:24]([F:27])=[CH:23][C:22]=2[CH3:28])[CH2:9]/[C:10](/[C:13]2[CH:14]=[CH:15][C:16](=[O:20])[N:17]([CH3:19])[CH:18]=2)=[N:11]\[OH:12])=[CH:4][CH:3]=1.[C:29]([C:32]1[CH:37]=[CH:36][C:35](B(O)O)=[CH:34][CH:33]=1)([OH:31])=[O:30].O.C(=O)([O-])[O-].[Na+].[Na+]>O1CCOCC1.[CH-]1C=C(P(C2C=CC=CC=2)C2C=CC=CC=2)C=C1.[CH-]1C=C(P(C2C=CC=CC=2)C2C=CC=CC=2)C=C1.Cl[Pd]Cl.[Fe+2]>[F:27][C:24]1[CH:25]=[CH:26][C:21]([CH:8]([C:5]2[CH:4]=[CH:3][C:2]([C:35]3[CH:36]=[CH:37][C:32]([C:29]([OH:31])=[O:30])=[CH:33][CH:34]=3)=[CH:7][CH:6]=2)[CH2:9]/[C:10](=[N:11]\[OH:12])/[C:13]2[CH:14]=[CH:15][C:16](=[O:20])[N:17]([CH3:19])[CH:18]=2)=[C:22]([CH3:28])[CH:23]=1 |f:3.4.5,7.8.9.10|. Procedure details: In analogy to example 166, step 1, (E)-5-(3-(4-bromophenyl)-3-(4-fluoro-2-methylphenyl)-1-(hydroxyimino)propyl)-1-methylpyridin-2(1H)-one (example 224, step 4) was reacted with 4-carboxyphenylboronic acid in the presence of dichloro(1,1′-bis(diphenylphosphino)ferrocene) palladium(II) dichloromethane adduct in a mixture of 1,4-dioxane, water and 2 M aqueous sodium carbonate solution to give the title compound containing 10% of the corresponding Z isomer as a colorless solid, MS (ESI+): m/z=485.19... The reactants are OC(CCC1C2CC(CC2CC1)=O)CC (2-(3-hydroxypent-1-yl)bicyclo[3.3.0]-octan-7-one), [Cr](=O)(=O)([O-])O[Cr](=O)(=O)[O-].[NH+]1=CC=CC=C1.[NH+]1=CC=CC=C1 (pyridinium dichromate), OC(CCC1C2CCCC2CC1=O)CC (2-(3-hydroxypent-1-yl)bicyclo[3.3.0]octan-3-one), OC(CCC1C2CC(CC2CC1)=O)CC (2-(3-hydroxypent-1-yl)bicyclo[3.3.0]-octan-7-one). Run in C(Cl)Cl (methylene chloride). Yields the product O=C(CCC1C2CC(CC2CC1)=O)CC (2-(3-oxopent-1-yl)bicyclo[3.3.0]octan-7-one). As a reaction SMILES: [OH:1][CH:2]([CH2:14][CH3:15])[CH2:3][CH2:4][CH:5]1[CH2:12][CH2:11][CH:10]2[CH:6]1[CH2:7][C:8](=[O:13])[CH2:9]2.OC(CC)CCC1C(=O)CC2C1CCC2.[Cr](O[Cr]([O-])(=O)=O)([O-])(=O)=O.[NH+]1C=CC=CC=1.[NH+]1C=CC=CC=1>C(Cl)Cl>[O:1]=[C:2]([CH2:14][CH3:15])[CH2:3][CH2:4][CH:5]1[CH2:12][CH2:11][CH:10]2[CH:6]1[CH2:7][C:8](=[O:13])[CH2:9]2 |f:2.3.4|. Procedure details: The procedure followed is the same as that described in Example 13, making the following substitutions made: the starting material prepared in Example 31, 2-(3-hydroxypent-1-yl)bicyclo[3.3.0]octan-3-one {hexahydro-4-(3-hydroxypentyl)-2(1H)-pentalenone} (0.8 g, 3.8 mmoles), and pyridinium dichromate (0.82 g, 2.1 mmoles) dissolved in methylene chloride (10 ml). The crude product is chromatographed on silica gel and subsequently kugelrohred under reduced pressure leaving a clear, colorless oil (0.5... Starting materials: CC(C)(C)OC(=O)N1CCOc2cc(Br)ccc2C1, CC1CNCC(C)O1, CC(C)(C)[O-], [Na+], C1COCCO1, O=C(C=Cc1ccccc1)C=Cc1ccccc1, O=C(C=Cc1ccccc1)C=Cc1ccccc1, O=C(C=Cc1ccccc1)C=Cc1ccccc1, O, [Pd], [Pd]. Yields the product CC1CN(c2ccc3c(c2)OCCN(C(=O)OC(C)(C)C)C3)CC(C)O1. Reaction SMILES: [Br:1][c:2]1[cH:3][c:4]2[c:5]([cH:18][cH:19]1)[CH2:6][N:7]([C:11](=[O:12])[O:13][C:14]([CH3:15])([CH3:16])[CH3:17])[CH2:8][CH2:9][O:10]2.[CH3:20][CH:21]1[O:22][CH:23]([CH3:27])[CH2:24][NH:25][CH2:26]1.[CH3:28][C:29]([CH3:30])([O-:31])[CH3:32].[Na+:33].[O:34]1[CH2:35][CH2:36][O:37][CH2:38][CH2:39]1.[O:42]=[C:43]([CH:44]=[CH:45][c:46]1[cH:47][cH:48][cH:49][cH:50][cH:51]1)[CH:52]=[CH:53][c:54]1[cH:55][cH:56][cH:57][cH:58][cH:59]1.[O:60]=[C:61]([CH:62]=[CH:63][c:64]1[cH:65][cH:66][cH:67][cH:68][cH:69]1)[CH:70]=[CH:71][c:72]1[cH:73][cH:74][cH:75][cH:76][cH:77]1.[O:78]=[C:79]([CH:80]=[CH:81][c:82]1[cH:83][cH:84][cH:85][cH:86][cH:87]1)[CH:88]=[CH:89][c:90]1[cH:91][cH:92][cH:93][cH:94][cH:95]1.[OH2:96].[Pd:40].[Pd:41]>>[c:2]1([N:25]2[CH2:24][CH:23]([CH3:27])[O:22][CH:21]([CH3:20])[CH2:26]2)[cH:3][c:4]2[c:5]([cH:18][cH:19]1)[CH2:6][N:7]([C:11](=[O:12])[O:13][C:14]([CH3:15])([CH3:16])[CH3:17])[CH2:8][CH2:9][O:10]2. The reactants are CC(C)(C)OC(=O)N1CCc2nc(-c3ccccc3)ncc2C1, CCOC(C)=O, Cl. Product: Cl, c1ccc(-c2ncc3c(n2)CCNC3)cc1. RXN SMILES: [C:1]([O:2][C:3](=[O:4])[N:8]1[CH2:9][c:10]2[c:11]([n:12][c:13](-[c:16]3[cH:17][cH:18][cH:19][cH:20][cH:21]3)[n:14][cH:15]2)[CH2:22][CH2:23]1)([CH3:5])([CH3:6])[CH3:7].[CH3:25][CH2:26][O:27][C:28](=[O:29])[CH3:30].[ClH:24]>>[ClH:24].[NH:8]1[CH2:9][c:10]2[c:11]([n:12][c:13](-[c:16]3[cH:17][cH:18][cH:19][cH:20][cH:21]3)[n:14][cH:15]2)[CH2:22][CH2:23]1. The solvent is Cl (HCl), C(C)#N (acetonitrile), O (water), C(C)#N (acetonitrile). Procedure: (2S,5R)-2-(((1r*,3R*,4R*)-3-(tert-butyldimethylsilyloxy)-4-fluorocyclopentyl)methyl)-5-isopropyl-3,6-dimethoxy-2,5-dihydropyrazine (500 mg, 1.21 mmol) was dissolved in 1:1 mixture of 1 N HCl solution and acetonitrile (50 mL). The mixture was stirred 3 h at rt, then concentrated. K2CO3 (840 mg, 5 equiv.) and CbzOSu (903 mg, 3 equiv.) were added to the residue, The mixture was dissolved in 1:1 water and acetonitrile (50 mL), stirred overnight at rt. The acetonitrile was removed by evaporation unde... Yields the product C(C1=CC=CC=C1)OC(=O)N[C@H](C(=O)OC)C[C@H]1C[C@H]([C@@H](C1)O)F ((s)-methyl 2-(benzyloxycarbonylamino)-3-((1r*,3R*,4R*)-3-fluoro-4-hydroxycyclopentyl)propanoate). Isolated yield 66.7%. Reaction conditions: time 3 hour. Starting materials: C(=O)([O-])[O-].[K+].[K+] (K2CO3), C(=O)(OCC1=CC=CC=C1)ON1C(=O)CCC1=O (CbzOSu), [Si](C)(C)(C(C)(C)C)O[C@@H]1C[C@H](C[C@H]1F)C[C@@H]1N=C([C@H](N=C1OC)C(C)C)OC ((2S,5R)-2-(((1r*,3R*,4R*)-3-(tert-butyldimethylsilyloxy)-4-fluorocyclopentyl)methyl)-5-isopropyl-3,6-dimethoxy-2,5-dihydropyrazine). Reaction SMILES: [Si]([O:8][C@H:9]1[C@H:13]([F:14])[CH2:12][C@H:11]([CH2:15][C@H:16]2[C:21]([O:22][CH3:23])=N[C@H](C(C)C)C(OC)=[N:17]2)[CH2:10]1)(C(C)(C)C)(C)C.C([O-])([O-])=[O:30].[K+].[K+].[C:35]([O:45]N1C(=O)CCC1=O)([O:37][CH2:38][C:39]1[CH:44]=[CH:43][CH:42]=[CH:41][CH:40]=1)=O>Cl.C(#N)C.O>[CH2:38]([O:37][C:35]([NH:17][C@@H:16]([CH2:15][C@@H:11]1[CH2:10][C@@H:9]([OH:8])[C@H:13]([F:14])[CH2:12]1)[C:21]([O:22][CH3:23])=[O:30])=[O:45])[C:39]1[CH:40]=[CH:41][CH:42]=[CH:43][CH:44]=1 |f:1.2.3|. Reactants: ClC1=NSC2=C1C=C(C=C2)S(=O)(=O)NCC2=CC=C(C=C2)OC (3-chloro-N-(4-methoxybenzyl)benzo[d]isothiazole-5-sulfonamide), O (water), NCCCN (1,3-diaminopropane). Conditions: time 80 minute. The product is NCCCNC1=NSC2=C1C=C(C=C2)S(=O)(=O)NCC2=CC=C(C=C2)OC (3-(3-aminopropylamino)-N-(4-methoxybenzyl)benzo[d]isothiazole-5-sulfonamide). As a reaction SMILES: Cl[C:2]1[C:6]2[CH:7]=[C:8]([S:11]([NH:14][CH2:15][C:16]3[CH:21]=[CH:20][C:19]([O:22][CH3:23])=[CH:18][CH:17]=3)(=[O:13])=[O:12])[CH:9]=[CH:10][C:5]=2[S:4][N:3]=1.O.[NH2:25][CH2:26][CH2:27][CH2:28][NH2:29]>>[NH2:25][CH2:26][CH2:27][CH2:28][NH:29][C:2]1[C:6]2[CH:7]=[C:8]([S:11]([NH:14][CH2:15][C:16]3[CH:21]=[CH:20][C:19]([O:22][CH3:23])=[CH:18][CH:17]=3)(=[O:13])=[O:12])[CH:9]=[CH:10][C:5]=2[S:4][N:3]=1. Reported procedure: A solution of 3-chloro-N-(4-methoxybenzyl)benzo[d]isothiazole-5-sulfonamide (52 mg, 0.1 mmol) in 1,3-diaminopropane (1 mL) was allowed to stir at room temperature for 80 min. The dark brown reaction mixture was then poured over water (10 mL) and extracted with ethyl acetate. The combined organic layer was dried over anhydrous magnesium sulfate, filtered and concentrated under reduced pressure to give 3-(3-aminopropylamino)-N-(4-methoxybenzyl)benzo[d]isothiazole-5-sulfonamide (57 mg) as an orange... As a reaction SMILES: [CH3:17][C:18](=[O:19])[OH:20].[Cl:1][c:2]1[c:3]([CH2:4][c:5]2[n:6][cH:7][cH:8][cH:9][cH:10]2)[cH:11][cH:12][cH:13][cH:14]1.[OH:15][OH:16]>>[Cl:1][c:2]1[c:3]([CH2:4][c:5]2[n+:6]([O-:15])[cH:7][cH:8][cH:9][cH:10]2)[cH:11][cH:12][cH:13][cH:14]1. The reactants are CC(=O)O, Clc1ccccc1Cc1ccccn1, OO. The product is [O-][n+]1ccccc1Cc1ccccc1Cl. The reactants are C(C)(C)(C)OC(=O)N1[C@H](CN([C@@H](C1)C)C=1C=C2N3C(C(N(N=C3COC2=CC1C1=C(C=CC=C1)F)COCC[Si](C)(C)C)=O)C)C ((2S,5R)-4-[7-(2-Fluoro-phenyl)-4-methyl-3-oxo-2-(2-trimethylsilanyl-ethoxymethyl)-2,3,4,10-tetrahydro-9-oxa-1,2,4a-triaza-phenanthren-6-yl]-2,5-dimethyl-piperazine-1-carboxylic acid tert-butyl ester), [F-].C(CCC)[N+](CCCC)(CCCC)CCCC (tetrabutylammonium fluoride). Run in O (water). Conditions: temperature 80 celsius. The product is C(C)(C)(C)OC(=O)N1[C@H](CN([C@@H](C1)C)C=1C=C2N3C(C(NN=C3COC2=CC1C1=C(C=CC=C1)F)=O)C)C ((2S,5R)-4-[7-(2-fluoro-phenyl)-4-methyl-3-oxo-2,3,4,10-tetrahydro-9-oxa-1,2,4a-triaza-phenanthren-6-yl]-2,5-dimethyl-piperazine-1-carboxylic acid tert-butyl ester). Isolated yield 69.9%. RXN SMILES: [C:1]([O:5][C:6]([N:8]1[CH2:13][C@@H:12]([CH3:14])[N:11]([C:15]2[CH:16]=[C:17]3[C:26](=[CH:27][C:28]=2[C:29]2[CH:34]=[CH:33][CH:32]=[CH:31][C:30]=2[F:35])[O:25][CH2:24][C:23]2[N:18]3[CH:19]([CH3:45])[C:20](=[O:44])[N:21](COCC[Si](C)(C)C)[N:22]=2)[CH2:10][C@@H:9]1[CH3:46])=[O:7])([CH3:4])([CH3:3])[CH3:2].[F-].C([N+](CCCC)(CCCC)CCCC)CCC>O>[C:1]([O:5][C:6]([N:8]1[CH2:13][C@@H:12]([CH3:14])[N:11]([C:15]2[CH:16]=[C:17]3[C:26](=[CH:27][C:28]=2[C:29]2[CH:34]=[CH:33][CH:32]=[CH:31][C:30]=2[F:35])[O:25][CH2:24][C:23]2[N:18]3[CH:19]([CH3:45])[C:20](=[O:44])[NH:21][N:22]=2)[CH2:10][C@@H:9]1[CH3:46])=[O:7])([CH3:2])([CH3:3])[CH3:4] |f:1.2|. Procedure details: (2S,5R)-4-[7-(2-Fluoro-phenyl)-4-methyl-3-oxo-2-(2-trimethylsilanyl-ethoxymethyl)-2,3,4,10-tetrahydro-9-oxa-1,2,4a-triaza-phenanthren-6-yl]-2,5-dimethyl-piperazine-1-carboxylic acid tert-butyl ester (0.2 g, 0.306 mmol) was dissolved in tetrabutylammonium fluoride (1M in THF, 3.06 mL, 3.06 mmol) and the reaction mixture was heated at 80° C. overnight. The reaction mixture was cooled to ambient temperature and water (10 mL) was added. The reaction mixture was extracted with EtOAc (3×10 mL). The co... The reactants are C(C1=CC=CC=C1)N1CC(N(CC1)C=1N=NC(=C(C1C)C)C1=CC=C(C=C1)F)C (3-(4-benzyl-2-methylpiperazin-1-yl)-6-(4-fluorophenyl)-4,5-dimethylpyridazine). Reagents/catalysts: [Pd] (Pd/C). Solvent: CCO (EtOH), CCO (EtOH). Conditions: time 10 hour. Product: FC1=CC=C(C=C1)C=1N=NC(=C(C1C)C)N1C(CNCC1)C (3-(4-Fluorophenyl)-4,5-dimethyl-6-(2-methylpiperazin-1-yl)pyridazine). Isolated yield 14.5%. As a reaction SMILES: C([N:8]1[CH2:13][CH2:12][N:11]([C:14]2[N:15]=[N:16][C:17]([C:22]3[CH:27]=[CH:26][C:25]([F:28])=[CH:24][CH:23]=3)=[C:18]([CH3:21])[C:19]=2[CH3:20])[CH:10]([CH3:29])[CH2:9]1)C1C=CC=CC=1>CCO.[Pd]>[F:28][C:25]1[CH:24]=[CH:23][C:22]([C:17]2[N:16]=[N:15][C:14]([N:11]3[CH2:12][CH2:13][NH:8][CH2:9][CH:10]3[CH3:29])=[C:19]([CH3:20])[C:18]=2[CH3:21])=[CH:27][CH:26]=1. Procedure details: Add a solution of 3-(4-benzyl-2-methylpiperazin-1-yl)-6-(4-fluorophenyl)-4,5-dimethylpyridazine (200 mg, 3.25 mmol) in absolute EtOH (15 mL) to 10% Pd/C (46.8 mg) pre-wetted with EtOH (5 mL). Shake the mixture in a Parr bottle pressurized with H2 at 60 psi for 10 h. Filter the reaction mixture, and apply the solution directly to an SCX column (Varian, 2 g). Rinse the column with MeOH and CH2Cl2. Elute the product with a 1:1 mixture of 2 M NH3/MeOH and CH2Cl2. Concentrate the eluent under reduced... Reaction SMILES: [CH3:1][CH:2]([N:4]1[C:13]2[C:8](=[CH:9][C:10](/[C:14](/[CH3:25])=[CH:15]/[CH:16]=[CH:17]/[C:18](/[CH3:24])=[CH:19]/[C:20]([O:22]C)=[O:21])=[CH:11][CH:12]=2)[CH2:7][CH2:6][CH2:5]1)[CH3:3].[OH-].[Na+].Cl>C(O)C>[CH3:3][CH:2]([N:4]1[C:13]2[C:8](=[CH:9][C:10](/[C:14](/[CH3:25])=[CH:15]/[CH:16]=[CH:17]/[C:18](/[CH3:24])=[CH:19]/[C:20]([OH:22])=[O:21])=[CH:11][CH:12]=2)[CH2:7][CH2:6][CH2:5]1)[CH3:1] |f:1.2|. Product: CC(C)N1CCCC2=CC(=CC=C12)/C(=C/C=C/C(=C/C(=O)O)/C)/C ((E,E,E)-7-[1-(1-Methylethyl)-1,2,3,4-tetrahydro-quinolin-6-yl]-3-methyl-octa-2,4,6-trienoic acid). Yield: 31.6%. The reactants are Cl (hydrochloric acid), aqueous solution, [OH-].[Na+] (sodium hydroxide), CC(C)N1CCCC2=CC(=CC=C12)/C(=C/C=C/C(=C/C(=O)OC)/C)/C (methyl (E,E,E)-7-[1-(1-methylethyl)-1,2,3,4-tetrahydroquinolin-6-yl]-3-methylocta-2,4,6-trienoate). Conditions: temperature 60 celsius. Reported procedure: 330 mg of methyl (E,E,E)-7-[1-(1-methylethyl)-1,2,3,4-tetrahydroquinolin-6-yl]-3-methylocta-2,4,6-trienoate was dissolved in 10 ml of ethanol, followed by the addition of 1.0 ml of a 5N aqueous solution of sodium hydroxide. The obtained mixture was heated at 60° C. for one hour and adjusted to pH5 by adding 6N hydrochloric acid under cooling with ice. The crystals thus precipitated were recovered by filtration and recrystallized from ethanol to give 100 mg of the title compound as orange crystal... The solvent is C(C)O (ethanol).